From a dataset of the Open Reaction Database (ORD), a public repository of structured organic reaction records. describe an organic reaction: reactants, conditions, products, and yield Reactants: CC(=O)O, CC(Nc1cc2c(cc1CN)ncn2-c1cc(C2CC2)[nH]n1)c1ccc(F)cc1. The product is CC(=O)NCc1cc2ncn(-c3cc(C4CC4)[nH]n3)c2cc1NC(C)c1ccc(F)cc1. Reaction SMILES: [CH3:30][C:31]([OH:32])=[O:33].[NH2:1][CH2:2][c:3]1[c:4]([NH:20][CH:21]([CH3:22])[c:23]2[cH:24][cH:25][c:26]([F:29])[cH:27][cH:28]2)[cH:5][c:6]2[c:7]([n:8][cH:9][n:10]2-[c:11]2[n:12][nH:13][c:14]([CH:16]3[CH2:17][CH2:18]3)[cH:15]2)[cH:19]1>>[NH:1]([CH2:2][c:3]1[c:4]([NH:20][CH:21]([CH3:22])[c:23]2[cH:24][cH:25][c:26]([F:29])[cH:27][cH:28]2)[cH:5][c:6]2[c:7]([n:8][cH:9][n:10]2-[c:11]2[n:12][nH:13][c:14]([CH:16]3[CH2:17][CH2:18]3)[cH:15]2)[cH:19]1)[C:31]([CH3:30])=[O:32]. The reactants are CC(=CC(C)C)c1sccc1N, CC(=CC(C)C)c1sccc1N. Product: C=C(CC(C)C)c1sccc1N. As a reaction SMILES: [NH2:13][c:14]1[cH:15][cH:16][s:17][c:18]1[C:19](=[CH:20][CH:21]([CH3:22])[CH3:23])[CH3:24].[NH2:1][c:2]1[c:3]([C:7]([CH3:8])=[CH:9][CH:10]([CH3:11])[CH3:12])[s:4][cH:5][cH:6]1>>[NH2:1][c:2]1[c:3]([C:7](=[CH2:8])[CH2:9][CH:10]([CH3:11])[CH3:12])[s:4][cH:5][cH:6]1. Reactants: N1C=CC2=CC=CC=C12 (Indole), [OH-].[Na+] (sodium hydroxide), C(Cl)(Cl)Cl (chloroform). The reagents and catalysts are [Cl-].C(C)[N+](CC1=CC=CC=C1)(CC)CC (triethylbenzyl ammonium chloride). Product: ClC=1C=NC2=CC=CC=C2C1 (3-chloroquinoline). RXN SMILES: [NH:1]1[C:9]2[C:4](=[CH:5][CH:6]=[CH:7][CH:8]=2)[CH:3]=[CH:2]1.[OH-].[Na+].[CH:12]([Cl:15])(Cl)Cl>[Cl-].C([N+](CC)(CC)CC1C=CC=CC=1)C>[Cl:15][C:12]1[CH:2]=[N:1][C:9]2[C:4]([CH:3]=1)=[CH:5][CH:6]=[CH:7][CH:8]=2 |f:1.2,4.5|. Reported procedure: Indole (ex Aldrich) was reacted with chloroform and aqueous sodium hydroxide in the presence of triethylbenzyl ammonium chloride to give 3-chloroquinoline (cf. Sundo et al, Synthesis, 4, 249 (1976). The latter was converted to 2,3-dichloroquinoline, as for Example VII. Starting materials: C(C)ONC(CCl)=O (N-Ethoxychloroacetamide), C(C)(C)N=C=O (Isopropylisocyanate). The reagents and catalysts are C(CCCCCCCCCCC)(=O)[O-].C(CCCCCCCCCCC)(=O)[O-].C(CCC)[Sn+2]CCCC (dibutyltin dilaurate). Run in C1=CC=CC=C1 (benzene), C1=CC=CC=C1 (benzene). Product: ClCC(=NOCC)OC(NC(C)C)=O (1-chloro-2-(N-isopropylcarbamoyloxy)-2-ethoxyiminoethane). RXN SMILES: [CH2:1]([O:3][NH:4][C:5](=[O:8])[CH2:6][Cl:7])[CH3:2].[CH:9]([N:12]=[C:13]=[O:14])([CH3:11])[CH3:10]>C([O-])(=O)CCCCCCCCCCC.C([O-])(=O)CCCCCCCCCCC.C([Sn+2]CCCC)CCC.C1C=CC=CC=1>[Cl:7][CH2:6][C:5]([O:8][C:13](=[O:14])[NH:12][CH:9]([CH3:11])[CH3:10])=[N:4][O:3][CH2:1][CH3:2] |f:2.3.4|. Reported procedure: N-Ethoxychloroacetamide (6.9 grams; 0.05 mole), benzene (70 ml) and dibutyltin dilaurate (1 drop) are charged into a glass reaction flask equipped with a mechanical stirrer, thermometer and reflux condenser. Isopropylisocyanate (5.1 grams; 0.06 mole) dissolved in benzene (20 ml) is incrementally added to the reaction mixture, with stirring, at room temperature. After the addition is completed the reaction mixture is heated at reflux for a period of about 2 hours. After this time the reaction mix...